Task: describe an organic reaction: reactants, conditions, products, and yield. Dataset: the Open Reaction Database (ORD), a public repository of structured organic reaction records Starting materials: BrCc1ncsc1CBr, CN(C)C=O, ClCCl, [H-], [Na+], O, NS(=O)(=O)c1ccccc1. The product is O=S(=O)(c1ccccc1)N1Cc2ncsc2C1. As a reaction SMILES: [Br:11][CH2:12][c:13]1[n:14][cH:15][s:16][c:17]1[CH2:18][Br:19].[CH3:23][N:24]([CH3:25])[CH:26]=[O:27].[Cl:28][CH2:29][Cl:30].[H-:20].[Na+:21].[OH2:22].[c:1]1([S:7](=[O:8])(=[O:9])[NH2:10])[cH:2][cH:3][cH:4][cH:5][cH:6]1>>[c:1]1([S:7](=[O:8])(=[O:9])[N:10]2[CH2:12][c:13]3[n:14][cH:15][s:16][c:17]3[CH2:18]2)[cH:2][cH:3][cH:4][cH:5][cH:6]1. Reactants: NC=1C=CC(=NC1)C(=O)O (5-amino-pyridine-2-carboxylic acid), S(O)(O)(=O)=O (sulfuric acid), C(C)O (ethanol), C(=O)([O-])[O-].[Na+].[Na+] (Na2CO3). Conditions: temperature 0 celsius. Product: C(C)OC(=O)C1=NC=C(C=C1)N (5-amino-pyridine-2-carboxylic acid ethyl ester). Yield: 89.0%. RXN SMILES: [NH2:1][C:2]1[CH:3]=[CH:4][C:5]([C:8]([OH:10])=[O:9])=[N:6][CH:7]=1.S(=O)(=O)(O)O.C([O-])([O-])=O.[Na+].[Na+].[CH2:22](O)[CH3:23]>>[CH2:22]([O:9][C:8]([C:5]1[CH:4]=[CH:3][C:2]([NH2:1])=[CH:7][N:6]=1)=[O:10])[CH3:23] |f:2.3.4|. Procedure: A solution of 5-amino-pyridine-2-carboxylic acid (1.0 g, 5.9 mmol) in ethanol (15.0 ml) was treated with concentrated sulfuric acid (0.30 ml) and stirred at reflux overnight. The mixture was cooled to 0° C. and treated with 1M Na2CO3 until pH 8 was reached (4.0 ml). A precipitate formed, which was filtered washing with ethanol/water 2:1, and dried under vacuum, yielding 5-amino-pyridine-2-carboxylic acid ethyl ester (1.03 g, 89%) as a white solid, MS (EI): m/e=196.0 (M+). The reactants are C(C(=C)C)(=O)OCCN(C)C (dimethylaminoethyl methacrylate), C(C=C)(=O)O (acrylic acid). The solvent is O (water). Conditions: temperature 71 celsius, time 18 hour. Yields the product C(C(=C)C)(=O)OCCN(C)C.C(C=C)(=O)O (dimethylaminoethyl methacrylate acrylic acid). As a reaction SMILES: [C:1]([O:6][CH2:7][CH2:8][N:9]([CH3:11])[CH3:10])(=[O:5])[C:2]([CH3:4])=[CH2:3].[C:12]([OH:16])(=[O:15])[CH:13]=[CH2:14]>O>[C:1]([O:6][CH2:7][CH2:8][N:9]([CH3:11])[CH3:10])(=[O:5])[C:2]([CH3:4])=[CH2:3].[C:12]([OH:16])(=[O:15])[CH:13]=[CH2:14] |f:3.4|. Procedure: A fluid loss control additive useful in the present invention was prepared as follows. First, a polymer was prepared by mixing 45.0 g of dimethylaminoethyl methacrylate, 6.8 g acrylic acid, 372.0 g of water and sparging with nitrogen for 30 minutes. Thereafter, the pH was adjusted to approximately 5.3 with 5.7 mL of concentrated sulfuric acid, followed by the addition of 0.2 mL of 2-mercaptoethanol and 1.3 g of 2,2′-azo bis(2-amidinopropane)dihydrochloride. The resulting solution was then heated... Product: ClC=1C=C(NC=2C3=C(N=CN2)NC(=C3)C3=NC=CC=C3)C=CC1F (4-(3-Chloro-4-fluoro-anilino)-6-(pyrid-2-yl)-7H-pyrrolo[2,3-d]pyrimidine). Starting materials: N1=C(C=CC=C1)C1=CC2=C(N=CN=C2O)N1 (6-(pyrid-2-yl)-7H-pyrrolo[2,3-d]pyrimidin-4-ol), P(=O)(Cl)(Cl)Cl (phosphorus oxychloride), ClC=1C=C(N)C=CC1F (3-chloro-4-fluoro-aniline). RXN SMILES: [N:1]1[CH:6]=[CH:5][CH:4]=[CH:3][C:2]=1[C:7]1[NH:16][C:10]2[N:11]=[CH:12][N:13]=[C:14](O)[C:9]=2[CH:8]=1.P(Cl)(Cl)(Cl)=O.[Cl:22][C:23]1[CH:24]=[C:25]([CH:27]=[CH:28][C:29]=1[F:30])[NH2:26]>>[Cl:22][C:23]1[CH:24]=[C:25]([CH:27]=[CH:28][C:29]=1[F:30])[NH:26][C:14]1[C:9]2[CH:8]=[C:7]([C:2]3[CH:3]=[CH:4][CH:5]=[CH:6][N:1]=3)[NH:16][C:10]=2[N:11]=[CH:12][N:13]=1. Reported procedure: Under a protective gas, 20 mg (0.09 mmol) of 6-(pyrid-2-yl)-7H-pyrrolo[2,3-d]pyrimidin-4-ol (see Step 1.2) are heated at boiling with 1 ml of phosphorus oxychloride for 30 min. The reaction mixture is concentrated to dryness by evaporation and made into a suspension in 1 ml of n-butanol. 16.4 mg (0.108 mmol) of 3-chloro-4-fluoro-aniline are added and the suspension is boiled under reflux for 2 hours. The dark-brown suspension is then concentrated by evaporation and the residue is dissolved in me... Reactants: O=C1COC(=O)c2ccccc21, O=CC1CCC(c2ccc(Cl)cc2)CC1, O=C1C(O)=C(C2CCC(c3ccc(Cl)cc3)CC2)C(=O)c2ccccc21. Yields the product O=C1OC(=CC2CCC(c3ccc(Cl)cc3)CC2)C(=O)c2ccccc21. Reaction SMILES: [C:27]1(=[O:28])[c:29]2[cH:30][cH:31][cH:32][cH:33][c:34]2[C:35](=[O:36])[CH2:37][O:38]1.[Cl:39][c:40]1[cH:41][cH:42][c:43]([CH:44]2[CH2:45][CH2:46][CH:47]([CH:48]=[O:49])[CH2:50][CH2:51]2)[cH:52][cH:53]1.[OH:1][C:2]1=[C:3]([CH:4]2[CH2:5][CH2:6][CH:7]([c:10]3[cH:11][cH:12][c:13]([Cl:14])[cH:15][cH:16]3)[CH2:8][CH2:9]2)[C:17](=[O:18])[c:19]2[cH:20][cH:21][cH:22][cH:23][c:24]2[C:25]1=[O:26]>>[O:1]1[C:2](=[CH:3][CH:4]2[CH2:5][CH2:6][CH:7]([c:10]3[cH:11][cH:12][c:13]([Cl:14])[cH:15][cH:16]3)[CH2:8][CH2:9]2)[C:25](=[O:26])[c:24]2[c:19]([cH:20][cH:21][cH:22][cH:23]2)[C:17]1=[O:18]. The reactants are [N+](=O)([O-])C=1C=NC2=CC(=CC=C2C1)O (3-nitro-7-hydroxyquinoline), ( a ), ( b ), [H-].[Na+] (sodium hydride), sodium alkoxide, [OH-].[Na+] (sodium hydroxide), C([O-])([O-])=O.[Na+].[Na+] (sodium carbonate). Solvent: C(C)N(CC)CC (triethylamine), CS(=O)C (dimethylsulfoxide), O1CCCC1 (tetrahydrofuran), N1=CC=CC=C1 (pyridine), ClCCl (dichloromethane), C1(=CC=CC=C1)C (toluene), C1=CC=CC=C1 (benzene), CN(C=O)C (dimethylformamide). Product: [N+](=O)([O-])C=1C=NC2=CC=CC=C2C1 (3-nitroquinoline), ( c ). As a reaction SMILES: [N+:1]([C:4]1[CH:5]=[N:6][C:7]2[C:12]([CH:13]=1)=[CH:11][CH:10]=[C:9](O)[CH:8]=2)([O-:3])=[O:2].[H-].[Na+].[OH-].[Na+].C(=O)([O-])[O-].[Na+].[Na+]>C(N(CC)CC)C.CS(C)=O.O1CCCC1.N1C=CC=CC=1.ClCCl.C1(C)C=CC=CC=1.C1C=CC=CC=1.CN(C)C=O>[N+:1]([C:4]1[CH:5]=[N:6][C:7]2[C:12]([CH:13]=1)=[CH:11][CH:10]=[CH:9][CH:8]=2)([O-:3])=[O:2] |f:1.2,3.4,5.6.7|. Procedure details: The 3-nitro-7-hydroxyquinoline of the formula (a) is reacted with a halogenated compound of the formula (b) in an inert solvent such as dimethylformamide (DMF), benzene, toluene, dichloromethane, pyridine, tetrahydrofuran (THF), or dimethylsulfoxide (DMSO) in the presence of a base such as sodium hydride, sodium alkoxide, triethylamine, sodium hydroxide, or sodium carbonate, to give the 3-nitroquinoline derivative of the formula (c). The product is OC=1C(=CC2=C(NC(CO2)=O)C1)[N+](=O)[O-] (6-hydroxy-7-nitro-2H-1,4-benzoxazin-3-(4H)-one). Reactants: [N+](=O)(O)[O-] (nitric acid), OC=1C=CC2=C(NC(CO2)=O)C1 (6-hydroxy-2H-1,4-benzoxazin-3-(4H)-one). As a reaction SMILES: [N+:1]([O-:4])(O)=[O:2].[OH:5][C:6]1[CH:7]=[CH:8][C:9]2[O:14][CH2:13][C:12](=[O:15])[NH:11][C:10]=2[CH:16]=1>C(O)(=O)C>[OH:5][C:6]1[C:7]([N+:1]([O-:4])=[O:2])=[CH:8][C:9]2[O:14][CH2:13][C:12](=[O:15])[NH:11][C:10]=2[CH:16]=1. Procedure details: Fumic nitric acid (δ 1.52, 2.6 ml, 0.062 mole) in acetic acid (5 ml) was added dropwise under stirring to 6-hydroxy-2H-1,4-benzoxazin-3-(4H)-one (Coupler (1), 10.3 g, 0.062 mole) in acetic acid (100 ml) at room temperature. The 6-hydroxy-7-nitro-1,4-benzoxazin-3-one (6.7 g, 51%) separated as yellow prisms. Run in C(C)(=O)O (acetic acid), C(C)(=O)O (acetic acid). Reactants: FC1=CC=C(N)C=C1 (4-fluoroaniline), C1N(CCC2=CC=CC=C12)C1=NC(=NC=2CCCCC12)Cl (4-(1,2,3,4-tetrahydroisoquinolin-2-yl)-2-chloro-5,6,7,8-tetrahydroquinazoline). Run in CN(C=O)C (dimethylformamide). Yields the product Cl.FC1=CC=C(C=C1)NC1=NC=2CCCCC2C(=N1)N1CC2=CC=CC=C2CC1 (2-(4-fluorophenylamino)-4-(1,2,3,4-tetrahydroisoquinolin-2-yl)-5,6,7,8-tetrahydroquinazoline hydrochloride). Isolated yield 50.3%. RXN SMILES: [F:1][C:2]1[CH:8]=[CH:7][C:5]([NH2:6])=[CH:4][CH:3]=1.[CH2:9]1[C:18]2[C:13](=[CH:14][CH:15]=[CH:16][CH:17]=2)[CH2:12][CH2:11][N:10]1[C:19]1[C:28]2[CH2:27][CH2:26][CH2:25][CH2:24][C:23]=2[N:22]=[C:21]([Cl:29])[N:20]=1>CN(C)C=O>[ClH:29].[F:1][C:2]1[CH:8]=[CH:7][C:5]([NH:6][C:21]2[N:20]=[C:19]([N:10]3[CH2:11][CH2:12][C:13]4[C:18](=[CH:17][CH:16]=[CH:15][CH:14]=4)[CH2:9]3)[C:28]3[CH2:27][CH2:26][CH2:25][CH2:24][C:23]=3[N:22]=2)=[CH:4][CH:3]=1 |f:3.4|. Reported procedure: After 4-fluoroaniline(0.60 ml, 6.3 mmol) was added to a mixture solution of 4-(1,2,3,4-tetrahydroisoquinolin-2-yl)-2-chloro-5,6,7,8-tetrahydroquinazoline(0.90 g, 3.0 mmol) and dimethylformamide(5 ml), 0.62 g of the titled compound was obtained in accordance with the same procedure as in Step 2 of Example 1. Starting materials: COC(=O)C1=C(O)c2c(c3cc(Cl)ccc3n2C)S(=O)(=O)N1C, Cc1csc(N)n1. Yields the product Cc1csc(NC(=O)C2=C(O)c3c(c4cc(Cl)ccc4n3C)S(=O)(=O)N2C)n1. Reaction SMILES: [Cl:1][c:2]1[cH:3][c:4]2[c:5]3[c:6]([n:7]([CH3:11])[c:8]2[cH:9][cH:10]1)[C:12]([OH:23])=[C:13]([C:19]([O:21][CH3:20])=[O:22])[N:14]([CH3:18])[S:15]3(=[O:16])=[O:17].[NH2:24][c:25]1[s:26][cH:27][c:28]([CH3:30])[n:29]1>>[Cl:1][c:2]1[cH:3][c:4]2[c:5]3[c:6]([n:7]([CH3:11])[c:8]2[cH:9][cH:10]1)[C:12]([OH:23])=[C:13]([C:19](=[O:21])[NH:24][c:25]1[s:26][cH:27][c:28]([CH3:30])[n:29]1)[N:14]([CH3:18])[S:15]3(=[O:16])=[O:17]. Reactants: C(=O)C=1C=C(O[C@H](C(=O)OC(C)(C)C)C)C=CC1 (tert-butyl(2S)-2-(3-formylphenoxy)propanoate), [BH4-].[Na+] (sodium borohydride), Cl (hydrochloric acid), O (water). The solvent is CO (methanol), C(C)(=O)OCC (ethyl acetate). Run at time 1 hour. Yields the product OCC=1C=C(O[C@H](C(=O)OC(C)(C)C)C)C=CC1 (tert-butyl(2S)-2-[3-(hydroxymethyl)phenoxy]propanoate). Isolated yield 92.5%. As a reaction SMILES: [CH:1]([C:3]1[CH:4]=[C:5]([CH:16]=[CH:17][CH:18]=1)[O:6][C@@H:7]([CH3:15])[C:8]([O:10][C:11]([CH3:14])([CH3:13])[CH3:12])=[O:9])=[O:2].[BH4-].[Na+].O.Cl>CO.C(OCC)(=O)C>[OH:2][CH2:1][C:3]1[CH:4]=[C:5]([CH:16]=[CH:17][CH:18]=1)[O:6][C@@H:7]([CH3:15])[C:8]([O:10][C:11]([CH3:13])([CH3:14])[CH3:12])=[O:9] |f:1.2|. Procedure details: To a solution of 1.48 g of tert-butyl(2S)-2-(3-formylphenoxy)propanoate in methanol (30 mL) was added 0.48 g of sodium borohydride under ice-cooling, followed by stirring for 1 hour. The reaction solution was diluted with ethyl acetate, added with water, neutralized with 1 M hydrochloric acid, and extracted with ethyl acetate. The extract was dried over anhydrous magnesium sulfate and then concentrated under reduced pressure to obtain 1.38 g of tert-butyl(2S)-2-[3-(hydroxymethyl)phenoxy]propanoa...